From a dataset of the Open Reaction Database (ORD), a public repository of structured organic reaction records. describe an organic reaction: reactants, conditions, products, and yield The reactants are ClC1=NC=CC(=N1)C=1C(=NN2C1C=CC(=C2)C)C=2C=C(C=CC2)NC(C(F)(F)F)=O (N-{3-[3-(2-Chloro-4-pyrimidinyl)-6-methylpyrazolo[1,5-a]pyridin-2-yl]phenyl}-2,2,2-trifluoroacetamide), [Li+].[OH-] (LiOH), O (water). The solvent is C1CCOC1 (THF). The product is ClC1=NC=CC(=N1)C=1C(=NN2C1C=CC(=C2)C)C=2C=C(C=CC2)N ({3-[3-(2-chloro-4-pyrimidinyl)-6-methylpyrazolo[1,5-a]pyridin-2-yl]phenyl}amine). RXN SMILES: [Cl:1][C:2]1[N:7]=[C:6]([C:8]2[C:9]([C:18]3[CH:19]=[C:20]([NH:24]C(=O)C(F)(F)F)[CH:21]=[CH:22][CH:23]=3)=[N:10][N:11]3[CH:16]=[C:15]([CH3:17])[CH:14]=[CH:13][C:12]=23)[CH:5]=[CH:4][N:3]=1.[Li+].[OH-].O>C1COCC1>[Cl:1][C:2]1[N:7]=[C:6]([C:8]2[C:9]([C:18]3[CH:19]=[C:20]([NH2:24])[CH:21]=[CH:22][CH:23]=3)=[N:10][N:11]3[CH:16]=[C:15]([CH3:17])[CH:14]=[CH:13][C:12]=23)[CH:5]=[CH:4][N:3]=1 |f:1.2|. Procedure details: N-{3-[3-(2-Chloro-4-pyrimidinyl)-6-methylpyrazolo[1,5-a]pyridin-2-yl]phenyl}-2,2,2-trifluoroacetamide (1.70 g, 3.94 mmol) and LiOH (0.50 g, 11.8 mmol) were combined in THF (30 mL) and water (5 mL) and stirred at 40° C. for 3 h. The mixture was cooled, concentrated to remove the THF, and extracted with DCM. The organic phase was concentrated to afford {3-[3-(2-chloro-4-pyrimidinyl)-6-methylpyrazolo[1,5-a]pyridin-2-yl]phenyl}amine which was carried on crude to Step C. ES-LC/MS m/z=336 [M+H]+.